This data is from the Open Reaction Database (ORD), a public repository of structured organic reaction records. The task is: describe an organic reaction: reactants, conditions, products, and yield Starting materials: solution, C(CCC)[Li] (butyllithium), CCCCCC (hexane), CC=1CC2=CC=CC=C2C1 (2-Methylindene), ClP(C(C)C)C(C)C (chlorodiisopropylphosphine), solution, C(CCC)[Li] (butyllithium), CCCCCC (hexane), Cl[Sn](CCCC)(CCCC)CCCC (chlorotributyltin). Solvent: CCOCC (ether). Run at temperature -20 celsius, time 1 hour. The product is C(CCC)[Sn](CCCC)(CCCC)C1=C(C(C2=CC=CC=C12)P(C(C)C)C(C)C)C (Tributylstannyldiisopropylphosphino-2-methylindene). The yield is 100.3%. RXN SMILES: [CH3:1][C:2]1[CH2:3][C:4]2[C:9]([CH:10]=1)=[CH:8][CH:7]=[CH:6][CH:5]=2.C([Li])CCC.CCCCCC.Cl[P:23]([CH:27]([CH3:29])[CH3:28])[CH:24]([CH3:26])[CH3:25].Cl[Sn:31]([CH2:40][CH2:41][CH2:42][CH3:43])([CH2:36][CH2:37][CH2:38][CH3:39])[CH2:32][CH2:33][CH2:34][CH3:35]>CCOCC>[CH2:40]([Sn:31]([C:3]1[C:4]2[C:9](=[CH:8][CH:7]=[CH:6][CH:5]=2)[CH:10]([P:23]([CH:27]([CH3:29])[CH3:28])[CH:24]([CH3:26])[CH3:25])[C:2]=1[CH3:1])([CH2:32][CH2:33][CH2:34][CH3:35])[CH2:36][CH2:37][CH2:38][CH3:39])[CH2:41][CH2:42][CH3:43]. Reported procedure: 150 ml of ether were placed in a round-bottomed flask containing 5.08 g (0.039 moles) of 2-methylindene 13; the solution was cooled to −20° C. 17.0 ml of a 2.3 molar solution of butyllithium in hexane (0.039 moles) were added over 5 min to form a yellow solution. After removal of the cooling bath, the solution was heated to room temperature and subsequently stirred for 1 h. The reaction mixture was then cooled to −20° C. and 5.8 g (0.039 moles) of chlorodiisopropylphosphine were added over 5 min... Reactants: O=C([O-])[O-], O=[N+]([O-])c1c(Cl)ccnc1OCc1ccccc1, CCOC(C)=O, CCO, Cc1ccccc1, COc1ccc(B(O)O)c(Cl)c1, [Na+], [Na+], O, Cl[Pd]Cl, c1ccc(P(c2ccccc2)c2ccccc2)cc1, c1ccc(P(c2ccccc2)c2ccccc2)cc1. Yields the product COc1ccc(-c2ccnc(OCc3ccccc3)c2[N+](=O)[O-])c(Cl)c1. Reaction SMILES: [C:19](=[O:20])([O-:21])[O-:22].[CH2:1]([c:2]1[cH:3][cH:4][cH:5][cH:6][cH:7]1)[O:8][c:9]1[n:10][cH:11][cH:12][c:13]([Cl:18])[c:14]1[N+:15](=[O:16])[O-:17].[CH3:37][CH2:38][O:39][C:40]([CH3:41])=[O:42].[CH3:43][CH2:44][OH:45].[CH3:46][c:47]1[cH:48][cH:49][cH:50][cH:51][cH:52]1.[Cl:25][c:26]1[c:27]([B:34]([OH:35])[OH:36])[cH:28][cH:29][c:30]([O:32][CH3:33])[cH:31]1.[Na+:23].[Na+:24].[OH2:94].[Pd:53]([Cl:54])[Cl:55].[c:56]1([P:57]([c:58]2[cH:59][cH:60][cH:61][cH:62][cH:63]2)[c:64]2[cH:65][cH:66][cH:67][cH:68][cH:69]2)[cH:70][cH:71][cH:72][cH:73][cH:74]1.[c:75]1([P:76]([c:77]2[cH:78][cH:79][cH:80][cH:81][cH:82]2)[c:83]2[cH:84][cH:85][cH:86][cH:87][cH:88]2)[cH:89][cH:90][cH:91][cH:92][cH:93]1>>[CH2:1]([c:2]1[cH:3][cH:4][cH:5][cH:6][cH:7]1)[O:8][c:9]1[n:10][cH:11][cH:12][c:13](-[c:27]2[c:26]([Cl:25])[cH:31][c:30]([O:32][CH3:33])[cH:29][cH:28]2)[c:14]1[N+:15](=[O:16])[O-:17]. Starting materials: N(=O)OCCC(C)C (Isoamyl nitrite), COC(=O)C1=CC=CC=2N=C(SC21)N (2-amino-benzothiazole-7-carboxylic acid methyl ester). The solvent is C1CCOC1 (THF). Yields the product COC(=O)C1=CC=CC=2N=CSC21 (benzothiazole-7-carboxylic Acid Methyl Ester). Reaction SMILES: N(OCCC(C)C)=O.[CH3:9][O:10][C:11]([C:13]1[C:21]2[S:20][C:19](N)=[N:18][C:17]=2[CH:16]=[CH:15][CH:14]=1)=[O:12]>C1COCC1>[CH3:9][O:10][C:11]([C:13]1[C:21]2[S:20][CH:19]=[N:18][C:17]=2[CH:16]=[CH:15][CH:14]=1)=[O:12]. Procedure: Isoamyl nitrite (22.0 mmol) is added to a solution of 2-amino-benzothiazole-7-carboxylic acid methyl ester (10.1 mmol) in THF (29 mL). The mixture is heated to reflux for 4 h, the solvents are removed in vacuo and the residue is purified by FC (gradient: heptane to EtOAc/heptane 4/6) to give the desired product.